The task is: describe an organic reaction: reactants, conditions, products, and yield. This data is from the Open Reaction Database (ORD), a public repository of structured organic reaction records. Reactants: CO\N=C(/C(=O)NC1[C@@H]2N(C(=C(CS2)CI)C(=O)OC(C2=CC=CC=C2)C2=CC=CC=C2)C1=O)\C=1N=C(SC1)NC(C1=CC=CC=C1)(C1=CC=CC=C1)C1=CC=CC=C1 (diphenylmethyl 7-[(Z)-2-methoxyimino-2-(2-tritylaminothiazol-4-yl)acetamido]-3-iodomethyl-3-cephem-4-carboxylate), N1(CCCC1)C(=O)NC=1SC2=C(C=NC=C2)N1 (2-(pyrrolidin-1-yl-carbonylamino)thiazolo[4,5-c]pyridine), C(=O)(C(F)(F)F)O (TFA). Reagents/catalysts: C1(=CC=CC=C1)OC (anisole). Run in CS(=O)C (DMSO). Conditions: time 1.5 hour. Product: NC=1SC=C(N1)/C(/C(=O)NC1[C@@H]2N(C(=C(CS2)C[N+]2=CC3=C(C=C2)SC(=N3)NC(=O)N3CCCC3)C(=O)[O-])C1=O)=N/OC (7-[(Z)-2-(2-Aminothiazol-4-yl)-2-methoxyiminoacetamido]-3-[2-(pyrrolidin-1-ylcarbonylamino)-5-thiazolo[4,5-c]-pyridinio]methyl-3-cephem-4-carboxylate). Yield: 51.3%. As a reaction SMILES: [CH3:1][O:2]/[N:3]=[C:4](/[C:35]1[N:36]=[C:37]([NH:40]C(C2C=CC=CC=2)(C2C=CC=CC=2)C2C=CC=CC=2)[S:38][CH:39]=1)\[C:5]([NH:7][CH:8]1[C:33](=[O:34])[N:10]2[C:11]([C:17]([O:19]C(C3C=CC=CC=3)C3C=CC=CC=3)=[O:18])=[C:12]([CH2:15]I)[CH2:13][S:14][C@H:9]12)=[O:6].[N:60]1([C:65]([NH:67][C:68]2[S:69][C:70]3[CH:75]=[CH:74][N:73]=[CH:72][C:71]=3[N:76]=2)=[O:66])[CH2:64][CH2:63][CH2:62][CH2:61]1.C(O)(C(F)(F)F)=O>CS(C)=O.C1(OC)C=CC=CC=1>[NH2:40][C:37]1[S:38][CH:39]=[C:35](/[C:4](=[N:3]/[O:2][CH3:1])/[C:5]([NH:7][CH:8]2[C:33](=[O:34])[N:10]3[C:11]([C:17]([O-:19])=[O:18])=[C:12]([CH2:15][N+:73]4[CH:74]=[CH:75][C:70]5[S:69][C:68]([NH:67][C:65]([N:60]6[CH2:64][CH2:63][CH2:62][CH2:61]6)=[O:66])=[N:76][C:71]=5[CH:72]=4)[CH2:13][S:14][C@H:9]23)=[O:6])[N:36]=1. Procedure: A solution of diphenylmethyl 7-[(Z)-2-methoxyimino-2-(2-tritylaminothiazol-4-yl)acetamido]-3-iodomethyl-3-cephem-4-carboxylate [VIIa] (466 mg, 0.5 mmole) and 2-(pyrrolidin-1-yl-carbonylamino)thiazolo[4,5-c]pyridine (124 mg, 0.5 mmoles) in 2 ml DMSO was allowed to stand at room temperature for 1.5 hours and then triturated with ether to give 606 mg of crude quaternary salt as a powder. The powder was added to a mixture of 5 ml of TFA and 3 drops of anisole and stirred 30 minutes at room temperatu... Procedure details: LiOH×H2O (11 mg) is added to a solution of methyl 2-((S)-6-((R)-4-(4-(dimethylcarbamoyl)-2,6-dimethylphenyl)-7-fluoro-2,3-dihydro-1H-inden-1-yloxy)-2,3-dihydrobenzofuran-3-yl)acetate (70 mg) in ethanol (2.6 mL) and water (0.5 mL) and the mixture is stirred for 24 hours at room temperature. After concentration the mixture is diluted with water, acidified with aqueous citric acid solution and extracted with dichloromethane. After concentration the mixture is partitioned between dichloromethane and... RXN SMILES: [Li+].[OH-].[CH3:3][N:4]([CH3:40])[C:5]([C:7]1[CH:12]=[C:11]([CH3:13])[C:10]([C:14]2[CH:22]=[CH:21][C:20]([F:23])=[C:19]3[C:15]=2[CH2:16][CH2:17][C@H:18]3[O:24][C:25]2[CH:38]=[CH:37][C:28]3[C@H:29]([CH2:32][C:33]([O:35]C)=[O:34])[CH2:30][O:31][C:27]=3[CH:26]=2)=[C:9]([CH3:39])[CH:8]=1)=[O:6]>C(O)C.O>[CH3:40][N:4]([CH3:3])[C:5]([C:7]1[CH:8]=[C:9]([CH3:39])[C:10]([C:14]2[CH:22]=[CH:21][C:20]([F:23])=[C:19]3[C:15]=2[CH2:16][CH2:17][C@H:18]3[O:24][C:25]2[CH:38]=[CH:37][C:28]3[C@H:29]([CH2:32][C:33]([OH:35])=[O:34])[CH2:30][O:31][C:27]=3[CH:26]=2)=[C:11]([CH3:13])[CH:12]=1)=[O:6] |f:0.1|. Conditions: time 24 hour. The product is CN(C(=O)C1=CC(=C(C(=C1)C)C1=C2CC[C@H](C2=C(C=C1)F)OC1=CC2=C([C@@H](CO2)CC(=O)O)C=C1)C)C (2-((S)-6-((R)-4-(4-(Dimethylcarbamoyl)-2,6-dimethylphenyl)-7-fluoro-2,3-dihydro-1H-inden-1-yloxy)-2,3-dihydrobenzofuran-3-yl)acetic acid). Solvent: C(C)O (ethanol), O (water), O (H2O). Reactants: [Li+].[OH-] (LiOH), CN(C(=O)C1=CC(=C(C(=C1)C)C1=C2CC[C@H](C2=C(C=C1)F)OC1=CC2=C([C@@H](CO2)CC(=O)OC)C=C1)C)C (methyl 2-((S)-6-((R)-4-(4-(dimethylcarbamoyl)-2,6-dimethylphenyl)-7-fluoro-2,3-dihydro-1H-inden-1-yloxy)-2,3-dihydrobenzofuran-3-yl)acetate). Reactants: C(C1=CC=CC=C1)OC1=CC=C2C(=N1)NC=N2 (5-(benzyloxy)-3H-imidazo[4,5-b]pyridine), CC1=C(C=CC(=C1)C)B(O)O (2,4-dimethylphenylboronic acid). The product is CC1=C(C=CC(=C1)C)N1C=NC=2C1=NC(=CC2)O (3-(2,4-Dimethylphenyl)-3H-imidazo[4,5-b]pyridin-5-ol). Reaction SMILES: C([O:8][C:9]1[N:14]=[C:13]2[NH:15][CH:16]=[N:17][C:12]2=[CH:11][CH:10]=1)C1C=CC=CC=1.[CH3:18][C:19]1[CH:24]=[C:23]([CH3:25])[CH:22]=[CH:21][C:20]=1B(O)O>>[CH3:18][C:19]1[CH:24]=[C:23]([CH3:25])[CH:22]=[CH:21][C:20]=1[N:15]1[C:13]2=[N:14][C:9]([OH:8])=[CH:10][CH:11]=[C:12]2[N:17]=[CH:16]1. Reported procedure: From 5-(benzyloxy)-3H-imidazo[4,5-b]pyridine and 2,4-dimethylphenylboronic acid, prepared in a similar manner as the one described in Example 1.26, the title compound was obtained. LCMS m/z=239.9 [M+H]+. Reactants: COC=1C=C(C(CN2C(=NC3=C2C=CC=C3)C=3C(=NON3)N)=O)C=CC1O (4-[1-(3-methoxy-4-hydroxyphenacyl)-1H-benzimidazol-2-yl]-furazan-3-ylamine), CCN(C(C)C)C(C)C (DIPEA), COCCl (methoxymethyl chloride). The solvent is CN(C)C=O (DMF), C(C)(=O)OCC (ethyl acetate). Reaction conditions: time 14 hour. Reaction SMILES: [CH3:1][O:2][C:3]1[CH:4]=[C:5]([CH:24]=[CH:25][C:26]=1[OH:27])[C:6](=[O:23])[CH2:7][N:8]1[C:12]2[CH:13]=[CH:14][CH:15]=[CH:16][C:11]=2[N:10]=[C:9]1[C:17]1[C:18]([NH2:22])=[N:19][O:20][N:21]=1.CCN(C(C)C)C(C)C.[CH3:37][O:38][CH2:39]Cl>CN(C=O)C.C(OCC)(=O)C>[CH3:1][O:2][C:3]1[CH:4]=[C:5]([CH:24]=[CH:25][C:26]=1[O:27][CH2:37][O:38][CH3:39])[C:6](=[O:23])[CH2:7][N:8]1[C:12]2[CH:13]=[CH:14][CH:15]=[CH:16][C:11]=2[N:10]=[C:9]1[C:17]1[C:18]([NH2:22])=[N:19][O:20][N:21]=1. Yields the product COC=1C=C(C(CN2C(=NC3=C2C=CC=C3)C=3C(=NON3)N)=O)C=CC1OCOC (4-[1-(3-Methoxy-4-methoxymethoxy-phenacyl)-1H-benzimidazol-2-yl]-furazan-3-ylamine). Procedure: A mixture of 4-[1-(3-methoxy-4-hydroxyphenacyl)-1H-benzimidazol-2-yl]-furazan-3-ylamine (0.10 g, 0.27 mmol), DIPEA and methoxymethyl chloride in dry DMF is stirred at room temperature for 14 hours. The reaction mixture is diluted with ethyl acetate, washed with water and dried over sodium sulphate. Filtration of the sodium sulphate and concentration of the filtrate under reduced pressure gives the title compound as colorless, pure solid, m.p. 190° C.